The task is: describe an organic reaction: reactants, conditions, products, and yield. This data is from the Open Reaction Database (ORD), a public repository of structured organic reaction records. Reactants: ClC=1C=C(COC=2C=C3N(C(N2)=O)CCN3C(=O)OC(C)(C)C)C=CC1OC1=CC(=C(C=C1)F)F (tert-butyl 7-((3-chloro-4-(3,4-difluorophenoxy)benzyl)oxy)-5-oxo-2,3-dihydroimidazo[1,2-c]pyrimidine-1 (5H)-carboxylate). Solvent: CN(C)C=O (DMF). Yields the product ClC=1C=C(COC=2C=C3N(C(N2)=O)CCN3)C=CC1OC1=CC(=C(C=C1)F)F (7-((3-chloro-4-(3,4-difluorophenoxy)benzyl)oxy)-2,3-dihydroimidazo[1,2-c]pyrim-idin-5(1H)-one). RXN SMILES: [Cl:1][C:2]1[CH:3]=[C:4]([CH:24]=[CH:25][C:26]=1[O:27][C:28]1[CH:33]=[CH:32][C:31]([F:34])=[C:30]([F:35])[CH:29]=1)[CH2:5][O:6][C:7]1[CH:8]=[C:9]2[N:16](C(OC(C)(C)C)=O)[CH2:15][CH2:14][N:10]2[C:11](=[O:13])[N:12]=1>CN(C=O)C>[Cl:1][C:2]1[CH:3]=[C:4]([CH:24]=[CH:25][C:26]=1[O:27][C:28]1[CH:33]=[CH:32][C:31]([F:34])=[C:30]([F:35])[CH:29]=1)[CH2:5][O:6][C:7]1[CH:8]=[C:9]2[NH:16][CH2:15][CH2:14][N:10]2[C:11](=[O:13])[N:12]=1. Procedure details: Prepared in a manner similar to that described for E60 using tert-butyl 7-((3-chloro-4-(3,4-difluorophenoxy)benzyl)oxy)-5-oxo-2,3-dihydroimidazo[1,2-c]pyrimidine-1 (5H)-carboxylate (50 mg, 0.099 mmol) in DMF (2 mL) and silica gel (150 mg). Starting materials: C(C)OC(C(=O)SCC1=C2NC(CNC2=CC(=C1)Br)=O)=O (7-Bromo-2,3-dioxo-1,2,3,4-tetrahydroquinoxalin-5-ylmethylsulfanylacetic acid ethyl ester), O.[OH-].[Li+] (lithium hydroxide hydrate). The solvent is O (water), O1CCCC1 (tetrahydrofuran). Conditions: temperature 20 celsius, time 48 hour. Yields the product BrC1=CC(=C2NC(CNC2=C1)=O)CSC(C(=O)O)=O (7-Bromo-2,3-dioxo-1,2,3,4-tetrahydroquinoxalin-5-ylmethylsulfanylacetic acid). As a reaction SMILES: C([O:3][C:4](=[O:21])[C:5]([S:7][CH2:8][C:9]1[CH:18]=[C:17]([Br:19])[CH:16]=[C:15]2[C:10]=1[NH:11][C:12](=[O:20])[CH2:13][NH:14]2)=[O:6])C.O.[OH-].[Li+]>O1CCCC1.O>[Br:19][C:17]1[CH:16]=[C:15]2[C:10]([NH:11][C:12](=[O:20])[CH2:13][NH:14]2)=[C:9]([CH2:8][S:7][C:5](=[O:6])[C:4]([OH:21])=[O:3])[CH:18]=1 |f:1.2.3|. Procedure: 500 mg (1.34 mmol) of 7-bromo-2,3-dioxo-1,2,3,4-tetrahydroquinoxalin-5-ylmethylsulfanylacetic acid ethyl ester (Example 18) are suspended in 20 ml of tetrahydrofuran and 10 ml of water, and 225 mg (4 equiv.) of lithium hydroxide hydrate are added. The mixture is stirred at 20° C. for 48 hours. The tetrahydrofuran is concentrated by evaporation, 60 ml of water are added and the solution is acidified with 1 N hydrochloric acid. The solid is filtered off, washed with water and dried. The reactants are P(Br)(Br)Br (phosphorus tribromide), COC1=CC=C(C=C1)N1N=C(C=C1C1=CC=C(C=C1)C)CO ([1-(4-methoxy-phenyl)-5-p-tolyl-1H-pyrazol-3-yl]-methanol), [OH-].[Na+] (NaOH). The solvent is C(Cl)Cl (CH2Cl2), C(Cl)Cl (CH2Cl2). Run at time 18 hour. The product is BrCC1=NN(C(=C1)C1=CC=C(C=C1)C)C1=CC=C(C=C1)OC (3-bromomethyl-1-(4-methoxy-phenyl)-5-p-tolyl-1H-pyrazole). Yield: 86.0%. Reaction SMILES: P(Br)(Br)[Br:2].[CH3:5][O:6][C:7]1[CH:12]=[CH:11][C:10]([N:13]2[C:17]([C:18]3[CH:23]=[CH:22][C:21]([CH3:24])=[CH:20][CH:19]=3)=[CH:16][C:15]([CH2:25]O)=[N:14]2)=[CH:9][CH:8]=1.[OH-].[Na+]>C(Cl)Cl>[Br:2][CH2:25][C:15]1[CH:16]=[C:17]([C:18]2[CH:23]=[CH:22][C:21]([CH3:24])=[CH:20][CH:19]=2)[N:13]([C:10]2[CH:11]=[CH:12][C:7]([O:6][CH3:5])=[CH:8][CH:9]=2)[N:14]=1 |f:2.3|. Reported procedure: A solution of phosphorus tribromide (9.31 g, 34.5 mmol) in CH2Cl2 (186 mL) was added drop-wise to a stirred solution of [1-(4-methoxy-phenyl)-5-p-tolyl-1H-pyrazol-3-yl]-methanol (7.80 g, 26.5 mmol; prepared analogously to the procedure described in Step C of Example 1) in 50 mL CH2Cl2 at 0° C. The reaction mixture was stirred for an additional 18 h at rt, and then the mixture was neutralized by addition of 40% NaOH with cooling in an ice bath. The organic layer was separated and dried over Na2SO... The reactants are CS(=O)(=O)OCC1CCCN(C(=O)C2(c3ccc(Cl)cc3)CCC2)C1, [N-]=[N+]=[N-], [Na+], CN(C)C=O. Yields the product [N-]=[N+]=NCC1CCCN(C(=O)C2(c3ccc(Cl)cc3)CCC2)C1. RXN SMILES: [Cl:1][c:2]1[cH:3][cH:4][c:5]([C:8]2([C:12](=[O:13])[N:14]3[CH2:15][CH:16]([CH2:20][O:21][S:22]([CH3:23])(=[O:24])=[O:25])[CH2:17][CH2:18][CH2:19]3)[CH2:9][CH2:10][CH2:11]2)[cH:6][cH:7]1.[N-:26]=[N+:27]=[N-:28].[Na+:29].[O:30]=[CH:31][N:32]([CH3:33])[CH3:34]>>[Cl:1][c:2]1[cH:3][cH:4][c:5]([C:8]2([C:12](=[O:13])[N:14]3[CH2:15][CH:16]([CH2:20][N:26]=[N+:27]=[N-:28])[CH2:17][CH2:18][CH2:19]3)[CH2:9][CH2:10][CH2:11]2)[cH:6][cH:7]1.